This data is from the Open Reaction Database (ORD), a public repository of structured organic reaction records. The task is: describe an organic reaction: reactants, conditions, products, and yield The reactants are FC=1C=C(C[C@@H]2NC(O[C@@H]2[C@@H]2N(C[C@@H](C2)O)C(C2=CC=CC=C2)C2=CC=CC=C2)=O)C=C(C1)F ((4S,5S)-4-(3,5-difluorobenzyl)-5-((2R,4R)-1-benzhydryl-4-hydroxypyrrolidin-2-yl)oxazolidin-2-one), [Li+].[OH-] (LiOH), C(C)(=O)N[C@]1(C(N(CC1)[C@H](C(=O)N[C@H]([C@H](O)[C@@H]1N(CCCC1)C(C1=CC=CC=C1)C1=CC=CC=C1)CC1=CC(=CC(=C1)F)F)CCC1=CC=CC=C1)=O)[C@H](C)CC ((S)-2-((S)-3-acetamido-3-((R)-sec-butyl)-2-oxopyrrolidin-1-yl)-N-((1S,2S)-1-((R)-1-benzhydrylpiperidin-2-yl)-3-(3,5-difluorophenyl)-1-hydroxypropan-2-yl)-4-phenylbutanamide), N[C@H]([C@H](O)[C@H]1C[C@H](CN1C(C1=CC=CC=C1)C1=CC=CC=C1)O)CC1=CC(=CC(=C1)F)F ((3R,5R)-5-((1S,2S)-2-amino-3-(3,5-difluorophenyl)-1-hydroxypropyl)-1-benzhydrylpyrrolidin-3-ol). Solvent: CCO (EtOH), O (H2O). Product: C(C)(=O)N[C@]1(C(N(CC1)[C@H](C(=O)N[C@H]([C@@H]([C@@H]1NC[C@@H](C1)O)O)CC1=CC(=CC(=C1)F)F)CCC1=CC=CC=C1)=O)[C@H](C)CC ((S)-2-((S)-3-acetamido-3-((R)-sec-butyl)-2-oxopyrrolidin-1-yl)-N-((1R,2S)-3-(3,5-difluorophenyl)-1-hydroxy-1-((2R,4R)-4-hydroxypyrrolidin-2-yl)propan-2-yl)-4-phenylbutanamide). RXN SMILES: [C:1]([NH:4][C@:5]1([C@@H:54]([CH2:56][CH3:57])[CH3:55])[CH2:9][CH2:8][N:7]([C@@H:10]([CH2:45][CH2:46][C:47]2[CH:52]=[CH:51][CH:50]=[CH:49][CH:48]=2)[C:11]([NH:13][C@@H:14]([CH2:36][C:37]2[CH:42]=[C:41]([F:43])[CH:40]=[C:39]([F:44])[CH:38]=2)[C@@H:15]([C@H:17]2[CH2:22][CH2:21][CH2:20]C[N:18]2C(C2C=CC=CC=2)C2C=CC=CC=2)[OH:16])=[O:12])[C:6]1=[O:53])(=[O:3])[CH3:2].N[C@@H](CC1C=C(F)C=C(F)C=1)[C@@H]([C@@H]1N(C(C2C=CC=CC=2)C2C=CC=CC=2)C[C@H](O)C1)[OH:61].FC1C=C(C=C(F)C=1)C[C@H]1[C@@H]([C@H]2C[C@@H](O)CN2C(C2C=CC=CC=2)C2C=CC=CC=2)OC(=O)N1.[Li+].[OH-]>CCO.O>[C:1]([NH:4][C@:5]1([C@@H:54]([CH2:56][CH3:57])[CH3:55])[CH2:9][CH2:8][N:7]([C@@H:10]([CH2:45][CH2:46][C:47]2[CH:48]=[CH:49][CH:50]=[CH:51][CH:52]=2)[C:11]([NH:13][C@@H:14]([CH2:36][C:37]2[CH:38]=[C:39]([F:44])[CH:40]=[C:41]([F:43])[CH:42]=2)[C@H:15]([OH:16])[C@H:17]2[CH2:22][C@@H:21]([OH:61])[CH2:20][NH:18]2)=[O:12])[C:6]1=[O:53])(=[O:3])[CH3:2] |f:3.4|. Reported procedure: Step 14 (A): (3R,5R)-5-((1S,2S)-2-amino-3-(3,5-difluorophenyl)-1-hydroxypropyl)-1-benzhydrylpyrrolidin-3-ol. To a solution of (4S,5S)-4-(3,5-difluorobenzyl)-5-((2R,4R)-1-benzhydryl-4-hydroxypyrrolidin-2-yl)oxazolidin-2-one (Preparation J, 129 mg, 0.278 mmol) in EtOH (10 mL) was added a solution of LiOH (133 mg, 5.56 mmol) in H2O (2.5 mL). This reaction mixture was stirred at reflux for 3.5 h. After cooling down to rt, the mixture was concentrated to remove EtOH and the mixture was extracted with... The reactants are C(C)(C)(C)OC(NCC=1N=NC(=CC1)C1=CC=C(C=C1)[C@@H]1[C@H](N(C(O1)(C)C)C(C(F)F)=O)CF)=O ((6-{4-[(4S,5R)-3-(2,2-Difluoro-acetyl)-4-fluoromethyl-2,2-dimethyl-oxazolidin-5-yl]-phenyl}-pyridazin-3-ylmethyl)-carbamic acid tert-butyl ester), FC(C(=O)O)(F)F (trifluoroacetic acid). The solvent is C(Cl)Cl (CH2Cl2). Run at time 5 hour. The product is FC(C(=O)O)(F)F.NCC1=CC=C(N=N1)C1=CC=C(C=C1)[C@H]([C@@H](CF)NC(C(F)F)=O)O (N-{(1S,2R)-2-[4-(6-Aminomethyl-pyridazin-3-yl)-phenyl]-1-fluoromethyl-2-hydroxy-ethyl}-2,2-difluoro-acetamide trifluoroacetic acid salt). As a reaction SMILES: C(OC(=O)[NH:7][CH2:8][C:9]1[N:10]=[N:11][C:12]([C:15]2[CH:20]=[CH:19][C:18]([C@H:21]3[O:25]C(C)(C)[N:23]([C:28](=[O:32])[CH:29]([F:31])[F:30])[C@@H:22]3[CH2:33][F:34])=[CH:17][CH:16]=2)=[CH:13][CH:14]=1)(C)(C)C.[F:36][C:37]([F:42])([F:41])[C:38]([OH:40])=[O:39]>C(Cl)Cl>[F:36][C:37]([F:42])([F:41])[C:38]([OH:40])=[O:39].[NH2:7][CH2:8][C:9]1[N:10]=[N:11][C:12]([C:15]2[CH:16]=[CH:17][C:18]([C@@H:21]([OH:25])[C@H:22]([NH:23][C:28](=[O:32])[CH:29]([F:30])[F:31])[CH2:33][F:34])=[CH:19][CH:20]=2)=[CH:13][CH:14]=1 |f:3.4|. Procedure details: To a stirred solution of (6-{4-[(4S,5R)-3-(2,2-Difluoro-acetyl)-4-fluoromethyl-2,2-dimethyl-oxazolidin-5-yl]-phenyl}-pyridazin-3-ylmethyl)-carbamic acid tert-butyl ester (0.25 g, 0.506 mmol) in CH2Cl2 (10 mL) is added trifluoroacetic acid (1.5 mL) at room temperature. Resulting reaction mixture is allowed to stir at room temperature for 5 h. The solvent evaporated in vacuo and the crude material is striped out with CH2Cl2 followed by washing with n-pentane and diethyl ether and dried to afford t... Run at time 3 hour. Procedure: To a solution of the ketone of Example 113 in benzene is added pyrrolidine (4 equivalents). The mixture is heated to reflux for 24 hours removing the water formed by use of a Dean-Stark type apparatus. The reaction mixture is concentrated in vacuo. The organics are dissolved in dioxane followed by addition of 2-bromobenzyl bromide (1.5 equivalents). The mixture is heated to reflux for 6 hours. Water is added and the refluxing continued for 3 hours. The solution is concentrated in vacuo to drynes... Starting materials: C1(=CC=CC=C1)COCC1C(CCCC1)=O (2-[(phenylmethoxy)methyl]cyclohexanone), N1CCCC1 (pyrrolidine), O (Water), BrC1=C(CBr)C=CC=C1 (2-bromobenzyl bromide). Run in C1=CC=CC=C1 (benzene). Product: BrC1=C(C=CC=C1)CC1C(C(CCC1)COCC1=CC=CC=C1)=O (2-[(2-Bromophenyl)methyl]-6-[(phenylmethoxy)methyl]-cyclohexanone). RXN SMILES: [C:1]1([CH2:7][O:8][CH2:9][CH:10]2[CH2:15][CH2:14][CH2:13][CH2:12][C:11]2=[O:16])[CH:6]=[CH:5][CH:4]=[CH:3][CH:2]=1.N1CCCC1.[Br:22][C:23]1[CH:30]=[CH:29][CH:28]=[CH:27][C:24]=1[CH2:25]Br.O>C1C=CC=CC=1>[Br:22][C:23]1[CH:30]=[CH:29][CH:28]=[CH:27][C:24]=1[CH2:25][CH:12]1[CH2:13][CH2:14][CH2:15][CH:10]([CH2:9][O:8][CH2:7][C:1]2[CH:6]=[CH:5][CH:4]=[CH:3][CH:2]=2)[C:11]1=[O:16]. The reactants are NC=1SC(=C(N1)C(=O)OC)C(C)C (methyl 2-amino-5-(1-methylethyl)-1,3-thiazole-4-carboxylate), Cl (hydrochloric acid). The solvent is O1CCOCC1 (1,4-dioxane). Reaction conditions: temperature 110 celsius. The product is NC=1SC(=C(N1)C(=O)O)C(C)C (2-Amino-5-(1-methylethyl)-1,3-thiazole-4-carboxylic acid). The yield is 117.3%. Reaction SMILES: [NH2:1][C:2]1[S:3][C:4]([CH:11]([CH3:13])[CH3:12])=[C:5]([C:7]([O:9]C)=[O:8])[N:6]=1.Cl>O1CCOCC1>[NH2:1][C:2]1[S:3][C:4]([CH:11]([CH3:13])[CH3:12])=[C:5]([C:7]([OH:9])=[O:8])[N:6]=1. Procedure: To a solution of methyl 2-amino-5-(1-methylethyl)-1,3-thiazole-4-carboxylate (220 mg) (for example, available from ABCR) in 1,4-dioxane (5 ml) was added 2M hydrochloric acid (5 ml) and the mixture heated at 110° C. for 72 h. The mixture was evaporated in vacuo to give the title compound (240 mg) as a pale yellow solid. The reactants are Brc1nccs1, O=Cc1ccc([N+](=O)[O-])c(OCc2ccccc2)c1, C1CCOC1, [Li]CCCC, [Cl-], [NH4+]. Yields the product O=[N+]([O-])c1ccc(C(O)c2nccs2)cc1OCc1ccccc1. Reaction SMILES: [Br:6][c:7]1[s:8][cH:9][cH:10][n:11]1.[CH2:12]([c:13]1[cH:14][cH:15][cH:16][cH:17][cH:18]1)[O:19][c:20]1[cH:21][c:22]([CH:23]=[O:24])[cH:25][cH:26][c:27]1[N+:28](=[O:29])[O-:30].[CH2:33]1[O:34][CH2:35][CH2:36][CH2:37]1.[CH3:1][CH2:2][CH2:3][CH2:4][Li:5].[Cl-:31].[NH4+:32]>>[c:7]1([CH:23]([c:22]2[cH:21][c:20]([O:19][CH2:12][c:13]3[cH:14][cH:15][cH:16][cH:17][cH:18]3)[c:27]([N+:28](=[O:29])[O-:30])[cH:26][cH:25]2)[OH:24])[s:8][cH:9][cH:10][n:11]1. Starting materials: →, CC#N (CH3CN), O (H2O), C(C)(C)(C)OC(=O)N1CCC(=CC1)C1=CC(=CC=C1)Br (4-(3-bromo-phenyl)-3,6-dihydro-2H-pyridine-1-carboxylic acid t-butyl ester). Yields the product C(C)(C)(C)OC(=O)N1C[C@@H]([C@H](CC1)C1=CC(=CC=C1)Br)O ((3R*,4R*)-4-(3-Bromo-phenyl)-3-hydroxy-piperidine-1-carboxylic acid t-butyl ester). As a reaction SMILES: [C:1]([O:5][C:6]([N:8]1[CH2:13][CH:12]=[C:11]([C:14]2[CH:19]=[CH:18][CH:17]=[C:16]([Br:20])[CH:15]=2)[CH2:10][CH2:9]1)=[O:7])([CH3:4])([CH3:3])[CH3:2].CC#N.[OH2:24]>>[C:1]([O:5][C:6]([N:8]1[CH2:9][CH2:10][C@H:11]([C:14]2[CH:19]=[CH:18][CH:17]=[C:16]([Br:20])[CH:15]=2)[C@@H:12]([OH:24])[CH2:13]1)=[O:7])([CH3:4])([CH3:2])[CH3:3]. Procedure: The title compound is prepared analogously as described for the title B compound in Example 1 from the title A compound, 4-(3-bromo-phenyl)-3,6-dihydro-2H-pyridine-1-carboxylic acid t-butyl ester: MS 356.2/358.1 [M+H]+; retention time 6.59 min (HPLC, Nucleosil C18; 5→100% CH3CN in H2O within 8 min). The reactants are FC(C1=CC(=NC=N1)O)(F)F (6-trifluoromethyl-4-pyrimidinol), P(=O)(Cl)(Cl)Cl (phosphorus oxychloride), [OH-].[NH4+] (ammonium hydroxide). Conditions: time 8 hour. Yields the product FC(C1=CC(=NC=N1)N)(F)F (6-trifluoromethyl-pyrimidin-4-ylamine). The yield is 14.0%. Reaction SMILES: [F:1][C:2]([F:11])([F:10])[C:3]1[N:8]=[CH:7][N:6]=[C:5](O)[CH:4]=1.P(Cl)(Cl)(Cl)=O.[OH-].[NH4+:18]>>[F:1][C:2]([F:11])([F:10])[C:3]1[N:8]=[CH:7][N:6]=[C:5]([NH2:18])[CH:4]=1 |f:2.3|. Procedure: The procedure was derived from methods described in U.S. Pat. No. 5,756,275 and WO 02/38569. In a 250 mL round bottom flask, 6-trifluoromethyl-4-pyrimidinol (10 g, 60.9 mmol) was dissolved in 70 mL phosphorus oxychloride (0.73 mol). The solution was heated at reflux for 7 h. The cooled reaction solution was then added gradually to 200 mL 30% ammonium hydroxide, and the resulting mixture was stirred overnight at room temperature. The reaction mixture was extracted with ethyl acetate (2×100 mL), a...